Dataset: the Open Reaction Database (ORD), a public repository of structured organic reaction records. Task: describe an organic reaction: reactants, conditions, products, and yield Reactants: CCOC(=O)CCc1cn(Cc2ccc(OCc3nc(-c4ccco4)oc3C)c(OC)c2)nc1OCC, CCO, Cl, [Na+], C1CCOC1, [OH-]. Product: CCOc1nn(Cc2ccc(OCc3nc(-c4ccco4)oc3C)c(OC)c2)cc1CCC(=O)O. As a reaction SMILES: [CH2:1]([CH3:2])[O:3][c:4]1[n:5][n:6]([CH2:16][c:17]2[cH:18][c:19]([O:36][CH3:37])[c:20]([O:23][CH2:24][c:25]3[n:26][c:27](-[c:31]4[o:32][cH:33][cH:34][cH:35]4)[o:28][c:29]3[CH3:30])[cH:21][cH:22]2)[cH:7][c:8]1[CH2:9][CH2:10][C:11](=[O:12])[O:13][CH2:14][CH3:15].[CH3:45][CH2:46][OH:47].[ClH:48].[Na+:39].[O:40]1[CH2:41][CH2:42][CH2:43][CH2:44]1.[OH-:38]>>[CH2:1]([CH3:2])[O:3][c:4]1[n:5][n:6]([CH2:16][c:17]2[cH:18][c:19]([O:36][CH3:37])[c:20]([O:23][CH2:24][c:25]3[n:26][c:27](-[c:31]4[o:32][cH:33][cH:34][cH:35]4)[o:28][c:29]3[CH3:30])[cH:21][cH:22]2)[cH:7][c:8]1[CH2:9][CH2:10][C:11](=[O:12])[OH:13]. Starting materials: BrC=1C=C(C(=O)OC)C=CN1 (Methyl 2-bromoisonicotinate), ClC1=CC=C(C=C1)B(O)O (4-chlorophenylboronic acid), C([O-])([O-])=O.[K+].[K+] (potassium carbonate), Cl (HCl). Reagents/catalysts: Cl[Pd]Cl (PdCl2). Run in CO (methanol), CC(C)(C)OC (MTBE). Run at temperature 100 celsius. Yields the product Cl.ClC1=CC=C(C=C1)C=1C=C(C(=O)OC)C=CN1 (methyl 2-(4-chlorophenyl)isonicotinate hydrochloride). The yield is 128.6%. Reaction SMILES: Br[C:2]1[CH:3]=[C:4]([CH:9]=[CH:10][N:11]=1)[C:5]([O:7][CH3:8])=[O:6].[Cl:12][C:13]1[CH:18]=[CH:17][C:16](B(O)O)=[CH:15][CH:14]=1.C(=O)([O-])[O-].[K+].[K+].Cl>CO.CC(OC)(C)C.Cl[Pd]Cl>[ClH:12].[Cl:12][C:13]1[CH:18]=[CH:17][C:16]([C:2]2[CH:3]=[C:4]([CH:9]=[CH:10][N:11]=2)[C:5]([O:7][CH3:8])=[O:6])=[CH:15][CH:14]=1 |f:2.3.4,9.10|. Reported procedure: Methyl 2-bromoisonicotinate (3.39 g, 15.69 mmol), 4-chlorophenylboronic acid (3.68 g, 23.54 mmol), potassium carbonate (3.25 g, 23.54 mmol) and PdCl2 (dppf) (0.341 g, 0.47 mmol) were mixed in methanol (30 mL) in two separate 20 mL microwave vials. The vials were capped and heated at 100° C. for 10 min in a single node microwave reactor. Water and DCM were added and the phases were separated. The water phase (pH 9) was extracted with DCM and the combined organic phase washed with brine, passed th... Reactants: BrC=1C(=NC(=NC1)C1=C(C=CC=C1F)F)C(=O)O (5-bromo-2-(2,6-difluorophenyl)pyrimidine-4-carboxylic acid), [OH-].[NH4+] (ammonium hydroxide). Reagents/catalysts: [O-]S(=O)(=O)[O-].[Cu+2] (CuSO4). Run in C(=O)=O (dry ice). Reaction conditions: temperature 110 celsius. Yields the product NC=1C(=NC(=NC1)C1=C(C=CC=C1F)F)C(=O)O (5-amino-2-(2,6-difluorophenyl)pyrimidine-4-carboxylic acid). Reaction SMILES: Br[C:2]1[C:3]([C:16]([OH:18])=[O:17])=[N:4][C:5]([C:8]2[C:13]([F:14])=[CH:12][CH:11]=[CH:10][C:9]=2[F:15])=[N:6][CH:7]=1.[OH-].[NH4+:20]>C(=O)=O.[O-]S([O-])(=O)=O.[Cu+2]>[NH2:20][C:2]1[C:3]([C:16]([OH:18])=[O:17])=[N:4][C:5]([C:8]2[C:13]([F:14])=[CH:12][CH:11]=[CH:10][C:9]=2[F:15])=[N:6][CH:7]=1 |f:1.2,4.5|. Reported procedure: CuSO4 (0.1 eq) was added to a mixture of 5-bromo-2-(2,6-difluorophenyl)pyrimidine-4-carboxylic acid (1 eq) and 28% aqueous ammonium hydroxide solution in a microwave reaction vessel. The reaction mixture was heated in a microwave reactor at 110° C. for 25 min. The reaction vessel was cooled in dry ice for 30 min then unsealed and concentrated in vacuo. To the resulting solids was added 1.0 N HCl and the mixture was extracted with EtOAc. Combined organic extracts were washed once with brine, then... Reactants: CC1CC(=O)CC(C)N1Cc1ccccc1, CC(=O)[O-], CO, Cl, NO, [Na+], O. Yields the product CC1CC(=NO)CC(C)N1Cc1ccccc1. Reaction SMILES: [CH2:1]([c:2]1[cH:3][cH:4][cH:5][cH:6][cH:7]1)[N:8]1[CH:9]([CH3:16])[CH2:10][C:11](=[O:15])[CH2:12][CH:13]1[CH3:14].[CH3:21][C:22](=[O:23])[O-:24].[CH3:25][OH:26].[ClH:17].[NH2:18][OH:19].[Na+:20].[OH2:27]>>[CH2:1]([c:2]1[cH:3][cH:4][cH:5][cH:6][cH:7]1)[N:8]1[CH:9]([CH3:16])[CH2:10][C:11](=[N:18][OH:19])[CH2:12][CH:13]1[CH3:14]. The reactants are O.[OH-].[Li+] (Lithium hydroxide monohydrate), COC(=O)C1=NN(C(=C1)C=1N=NC=CC1)C=1C=NC(=CC1)OC (1-(6-methoxy-3-pyridyl)-5-(3-pyridazinyl)pyrazole-3-carboxylic acid methyl ester), resultant mixture. Solvent: CO (methanol). Yields the product [Li+].COC1=CC=C(C=N1)N1N=C(C=C1C=1N=NC=CC1)C(=O)[O-] (1-(6-Methoxy-3-pyridyl)-5-(3-pyridazinyl)pyrazole-3-carboxylic acid lithium salt), product. The yield is 100.0%. RXN SMILES: O.[OH-].[Li+:3].C[O:5][C:6]([C:8]1[CH:12]=[C:11]([C:13]2[N:14]=[N:15][CH:16]=[CH:17][CH:18]=2)[N:10]([C:19]2[CH:20]=[N:21][C:22]([O:25][CH3:26])=[CH:23][CH:24]=2)[N:9]=1)=[O:7]>CO>[Li+:3].[CH3:26][O:25][C:22]1[N:21]=[CH:20][C:19]([N:10]2[C:11]([C:13]3[N:14]=[N:15][CH:16]=[CH:17][CH:18]=3)=[CH:12][C:8]([C:6]([O-:7])=[O:5])=[N:9]2)=[CH:24][CH:23]=1 |f:0.1.2,5.6|. Procedure: Lithium hydroxide monohydrate (42 mg) was added to the above-obtained 1-(6-methoxy-3-pyridyl)-5-(3-pyridazinyl)pyrazole-3-carboxylic acid methyl ester (309 mg) in methanol (20 mL), and the resultant mixture was refluxed under heat for 18 hours, and then cooled in air. The reaction solvent was removed under reduced pressure, to thereby give the title compound as an amorphous product (322 mg, >100%). The reactants are C1(C=2C(C(N1)=O)=CC=CC2)=O (phthalimide), C1=CC=C(C=C1)P(C2=CC=CC=C2)C3=CC=CC=C3 (PPh3), ClC=1C=C(C=CC1)[C@H](CN(C(OC(C)(C)C)=O)C)O ((R)-tert-butyl (2-(3-chlorophenyl)-2-hydroxyethyl)(methyl)carbamate). Run in C1CCOC1 (THF), C1CCOC1 (THF). Conditions: time 8 hour. Product: ClC=1C=C(C=CC1)[C@@H](CN(C(OC(C)(C)C)=O)C)N1C(C2=CC=CC=C2C1=O)=O ((S)-tert-butyl (2-(3-chlorophenyl)-2-(1,3-dioxoisoindolin-2-yl)ethyl)(methyl)carbamate). The yield is 67.4%. Reaction SMILES: [Cl:1][C:2]1[CH:3]=[C:4]([C@@H:8](O)[CH2:9][N:10]([CH3:18])[C:11](=[O:17])[O:12][C:13]([CH3:16])([CH3:15])[CH3:14])[CH:5]=[CH:6][CH:7]=1.[C:20]1(=[O:30])[NH:24][C:23](=[O:25])[C:22]2=[CH:26][CH:27]=[CH:28][CH:29]=[C:21]12.C1C=CC(P(C2C=CC=CC=2)C2C=CC=CC=2)=CC=1>C1COCC1>[Cl:1][C:2]1[CH:3]=[C:4]([C@H:8]([N:24]2[C:20](=[O:30])[C:21]3[C:22](=[CH:26][CH:27]=[CH:28][CH:29]=3)[C:23]2=[O:25])[CH2:9][N:10]([CH3:18])[C:11](=[O:17])[O:12][C:13]([CH3:16])([CH3:15])[CH3:14])[CH:5]=[CH:6][CH:7]=1. Reported procedure: To a mixture of (R)-tert-butyl (2-(3-chlorophenyl)-2-hydroxyethyl)(methyl)carbamate (2.0 g, 7.00 mmol) in THF (23.33 mL) was added phthalimide (1.339 g, 9.10 mmol) and PPh3 (3 mmol of PPh3/1 g of resin, 2.34 g, 7.02 mmol). Then DTBAD (1.660 g, 7.21 mmol) in THF was slowly added at room temperature, and the reaction mixture was stirred at room temperature overnight. The reaction mixture was filtered through Celite® and washed with EtOAc. The filtrate was concentrated, redissolved in EtOAc, washed... Starting materials: C(C)(C)(C)OC(CN)=O (glycine t-butyl ester), C(C)(C)(C)OC(CNC(C1=CC=CC=C1)=O)=O (benzoyl-glycine-t-butyl ester), CN1CCOCC1 (N-methylmorpholine), ClC(=O)OCC(C)C (isobutyl chloroformate), C1(=CC=CC=C1)CC(=O)O (phenylacetic acid), anhydride, Cl (HCl), CN1CCOCC1 (N-methylmorpholine). Solvent: C(C)(=O)OCC (ethyl acetate), C(Cl)Cl (methylene chloride). Yields the product C(C)(C)(C)OC(CNC(CC1=CC=CC=C1)=O)=O (Phenylacetyl-glycine-t-butyl ester). Reaction SMILES: [C:1]([O:5][C:6](=[O:17])[CH2:7][NH:8]C(=O)C1C=CC=CC=1)([CH3:4])([CH3:3])[CH3:2].[C:18]1([CH2:24][C:25]([OH:27])=O)[CH:23]=[CH:22][CH:21]=[CH:20][CH:19]=1.CN1CCOCC1.ClC(OCC(C)C)=O.C(OC(=O)CN)(C)(C)C.Cl>C(OCC)(=O)C.C(Cl)Cl>[C:1]([O:5][C:6](=[O:17])[CH2:7][NH:8][C:25](=[O:27])[CH2:24][C:18]1[CH:19]=[CH:20][CH:21]=[CH:22][CH:23]=1)([CH3:4])([CH3:3])[CH3:2]. Procedure: Following the procedure described for benzoyl-glycine-t-butyl ester, a solution of phenylacetic acid (11.44 grams) in ethyl acetate (approx. 100 ml) was activated by the mixed anhydride method using N-methylmorpholine (11.66 ml) followed by isobutyl chloroformate (10.89 ml) at -20° C. and coupled with glycine t-butyl ester.HCl (14.04 g) in methylene chloride (approx. 150 ml) which had been neutralized by addition of N-methylmorpholine (11.66 ml). After work-up, the product was obtained as an oil...